From a dataset of the Open Reaction Database (ORD), a public repository of structured organic reaction records. describe an organic reaction: reactants, conditions, products, and yield The reactants are N1=CC(=CC=C1)C=1C=C2CC(NC2=CC1)=O (5-pyridin-3-yl-1,3-dihydro-indol-2-one), C1(CC1)[Bi](C1CC1)C1CC1 (tricyclopropyl-bismuthine), N1=CC=CC=C1 (pyridine). Reagents/catalysts: CC(=O)[O-].CC(=O)[O-].[Cu+2] (Cu(OAc)2). Run in ClCCl (dichloromethane). Run at temperature 75 celsius. The product is C1(CC1)N1C(CC2=CC(=CC=C12)C=1C=NC=CC1)=O (1-Cyclopropyl-5-pyridin-3-yl-1,3-dihydro-indol-2-one). Reaction SMILES: [N:1]1[CH:6]=[CH:5][CH:4]=[C:3]([C:7]2[CH:8]=[C:9]3[C:13](=[CH:14][CH:15]=2)[NH:12][C:11](=[O:16])[CH2:10]3)[CH:2]=1.[CH:17]1([Bi](C2CC2)C2CC2)[CH2:19][CH2:18]1.N1C=CC=CC=1>CC([O-])=O.CC([O-])=O.[Cu+2].ClCCl>[CH:17]1([N:12]2[C:13]3[C:9](=[CH:8][C:7]([C:3]4[CH:2]=[N:1][CH:6]=[CH:5][CH:4]=4)=[CH:15][CH:14]=3)[CH2:10][C:11]2=[O:16])[CH2:19][CH2:18]1 |f:3.4.5|. Reported procedure: To 5-pyridin-3-yl-1,3-dihydro-indol-2-one (CAS#220904-98-3, 63 mg, 0.3 mmol) was added freshly prepared tricyclopropyl-bismuthine [(J. Am. Chem. Soc., 2007, 129, 44-45), CAS#925430-09-7, 250 mg, 0.75 mmol], Cu(OAc)2 (82 mg, 0.45 mmol) and dichloromethane (3 ml). The reaction mixture was degassed by sparging with argon for 5 min. Then pyridine (0.073 ml, 0.9 mmol) was added and the reaction was heated at 75° C. for 1.5 hr. The reaction mixture was cooled to room temperature and then directly load... The reactants are COc1ccc(Cn2nc(I)c3c(Oc4ccc(N)cc4F)ccnc32)cc1, CS(C)=O, [K+], [K+], NC1CCCC(O)C1, O=C([O-])[O-], O, O=C(O)C1CCCN1. The product is COc1ccc(Cn2nc(NC3CCCC(O)C3)c3c(Oc4ccc(N)cc4F)ccnc32)cc1. RXN SMILES: [CH3:1][O:2][c:3]1[cH:4][cH:5][c:6]([CH2:7][n:8]2[n:9][c:10]([I:26])[c:11]3[c:12]2[n:13][cH:14][cH:15][c:16]3[O:17][c:18]2[c:19]([F:25])[cH:20][c:21]([NH2:24])[cH:22][cH:23]2)[cH:27][cH:28]1.[CH3:51][S:52]([CH3:53])=[O:54].[K+:37].[K+:38].[NH2:29][CH:30]1[CH2:31][CH:32]([OH:36])[CH2:33][CH2:34][CH2:35]1.[O-:39][C:40]([O-:41])=[O:42].[OH2:55].[OH:43][C:44]([CH:45]1[NH:46][CH2:47][CH2:48][CH2:49]1)=[O:50]>>[CH3:1][O:2][c:3]1[cH:4][cH:5][c:6]([CH2:7][n:8]2[n:9][c:10]([NH:29][CH:30]3[CH2:31][CH:32]([OH:36])[CH2:33][CH2:34][CH2:35]3)[c:11]3[c:12]2[n:13][cH:14][cH:15][c:16]3[O:17][c:18]2[c:19]([F:25])[cH:20][c:21]([NH2:24])[cH:22][cH:23]2)[cH:27][cH:28]1. The reactants are [N+](=O)(O)[O-].[N+](=O)([O-])C=1C=C(C=CC1)NC(=N)N (3-nitrophenyl-guanidine nitrate), CN(C=CC(=O)C=1C=NC=CC1)C (3-dimethylamino-1-(3-pyridyl)-2-propen-1-one), [OH-].[Na+] (sodium hydroxide). Solvent: C(C)(C)O (isopropanol), C(C)(C)O (isopropanol). Run at time 30 minute. Product: [N+](=O)([O-])C=1C=C(C=CC1)NC1=NC=CC(=N1)C=1C=NC=CC1 (N-(3-nitrophenyl)-4-(3-pyridyl)-2-pyrimidine-amine). As a reaction SMILES: [N+]([O-])(O)=O.[N+:5]([C:8]1[CH:9]=[C:10]([NH:14][C:15]([NH2:17])=[NH:16])[CH:11]=[CH:12][CH:13]=1)([O-:7])=[O:6].CN(C)[CH:20]=[CH:21][C:22]([C:24]1[CH:25]=[N:26][CH:27]=[CH:28][CH:29]=1)=O.[OH-].[Na+]>C(O)(C)C>[N+:5]([C:8]1[CH:9]=[C:10]([NH:14][C:15]2[N:17]=[C:22]([C:24]3[CH:25]=[N:26][CH:27]=[CH:28][CH:29]=3)[CH:21]=[CH:20][N:16]=2)[CH:11]=[CH:12][CH:13]=1)([O-:7])=[O:6] |f:0.1,3.4|. Procedure details: 41.3 g (0.17 mol) of 3-nitrophenyl-guanidine nitrate, made into a slurry in 50 ml of isopropanol, are added to a solution of 30 g (0.17 mol) of 3-dimethylamino-1-(3-pyridyl)-2-propen-1-one [described in EP-A-0 233 461] in 250 ml of isopropanol. After the addition of 7.49 g (0.19 mol) of sodium hydroxide, the yellow suspension is boiled at reflux for 8 hours. After cooling to 0°, the mixture is filtered and washed with 200 ml of isopropanol. The filtration residue is made into a sherry in 300 ml ... Reactants: C(C1=CC=CC=C1)S (Benzyl mercaptan), BrC1=C2N=CC=NC2=CC(=C1)Cl (5-bromo-7-chloroquinoxaline), C([O-])([O-])=O.[Cs+].[Cs+] (cesium carbonate). The solvent is CN(C)C=O (DMF). Run at time 2 hour. The product is C(C1=CC=CC=C1)SC1=C2N=CC=NC2=CC(=C1)Cl (5-(benzylthio)-7-chloroquinoxaline). Reaction SMILES: [CH2:1]([SH:8])[C:2]1[CH:7]=[CH:6][CH:5]=[CH:4][CH:3]=1.Br[C:10]1[CH:19]=[C:18]([Cl:20])[CH:17]=[C:16]2[C:11]=1[N:12]=[CH:13][CH:14]=[N:15]2.C(=O)([O-])[O-].[Cs+].[Cs+]>CN(C=O)C>[CH2:1]([S:8][C:10]1[CH:19]=[C:18]([Cl:20])[CH:17]=[C:16]2[C:11]=1[N:12]=[CH:13][CH:14]=[N:15]2)[C:2]1[CH:7]=[CH:6][CH:5]=[CH:4][CH:3]=1 |f:2.3.4|. Reported procedure: Benzyl mercaptan (0.51 g, 4.1 mmol) was added dropwise to a mixture of 5-bromo-7-chloroquinoxaline (1 g, 4.1 mmol), cesium carbonate (1.6 g, 4.92 mmol) at 0° C. in DMF (25 ml) under nitrogen. The reaction mixture was allowed to warm to room temperature, stirred for 2 hours and partitioned between ethyl acetate and water. The organic phase was washed with brine, dried with sodium sulfate and concentrated. Purification by column chromatography gave 5-(benzylthio)-7-chloroquinoxaline (rf=0.39 in 9:... Reactants: C(C)(C)(C)OC(=O)N[C@H]1[C@H](CCC1)C(=O)OC (methyl (1S,2R)-2-[(tert-butoxycarbonyl)amino]cyclopentanecarboxylate), Cl.C(C)(=O)OCC (hydrogen chloride ethyl acetate). Solvent: C(C)(=O)OCC (ethyl acetate). Run at time 2.5 hour. Product: Cl.N[C@H]1[C@H](CCC1)C(=O)OC (methyl (1S,2R)-2-aminocyclopentanecarboxylate hydrochloride). RXN SMILES: C(OC([NH:8][C@@H:9]1[CH2:13][CH2:12][CH2:11][C@@H:10]1[C:14]([O:16][CH3:17])=[O:15])=O)(C)(C)C.[ClH:18].C(OCC)(=O)C>C(OCC)(=O)C>[ClH:18].[NH2:8][C@@H:9]1[CH2:13][CH2:12][CH2:11][C@@H:10]1[C:14]([O:16][CH3:17])=[O:15] |f:1.2,4.5|. Procedure details: To a mixture of methyl (1S,2R)-2-[(tert-butoxycarbonyl)amino]cyclopentanecarboxylate (0.84 g) and ethyl acetate (2.5 ml) was added a 4 M hydrogen chloride/ethyl acetate solution (5.0 ml) under ice-cooling, followed by stirring at room temperature for 2.5 hours. The reaction mixture was concentrated under reduced pressure to obtain methyl (1S,2R)-2-aminocyclopentanecarboxylate hydrochloride (0.72 g). Starting materials: [Cl-].[Al+3].[Cl-].[Cl-] (aluminum chloride), 107.8g, CC1=C(C(=O)Cl)C=CC=C1[N+](=O)[O-] (2-methyl-3-nitro-benzoyl chloride), FC1=CC=CC=C1 (fluorobenzene), ice water, Cl (hydrochloric acid). Reaction conditions: time 41 hour. Product: CC1=C(C(=O)C2=CC=C(C=C2)F)C=CC=C1[N+](=O)[O-] (2-methyl-3-nitro-4'-fluorobenzophenone). RXN SMILES: [Cl-].[Al+3].[Cl-].[Cl-].[CH3:5][C:6]1[C:14]([N+:15]([O-:17])=[O:16])=[CH:13][CH:12]=[CH:11][C:7]=1[C:8](Cl)=[O:9].Cl.[F:19][C:20]1[CH:25]=[CH:24][CH:23]=[CH:22][CH:21]=1>>[CH3:5][C:6]1[C:14]([N+:15]([O-:17])=[O:16])=[CH:13][CH:12]=[CH:11][C:7]=1[C:8]([C:23]1[CH:24]=[CH:25][C:20]([F:19])=[CH:21][CH:22]=1)=[O:9] |f:0.1.2.3|. Procedure details: 150 g of aluminum chloride were added over 30 minutes at 40°C under an argon atmosphere to a suspension of 107.8g of 2-methyl-3-nitro-benzoyl chloride (Step A - EXample IV) in 450 ml of fluorobenzene and the mixture was held at this temperature for 41 hours. After icing, the mixture was added to 1 liter of ice water and 250 ml of concentrated hydrochloric acid and after stirring for 30 minutes, the mixture was extracted with methylene chloride. The extract was washed with water, then with N sodi... The reactants are O=C1N=C2C(=CC=CC2=C1C1=CC=CC=C1)[N+](=O)[O-] (2-oxo-3-phenyl-7-nitroindole), [H][H] (hydrogen). The reagents and catalysts are [Pd] (palladium-on-carbon). Run in O1CCCC1 (THF). Conditions: time 18 hour. Product: O=C1N=C2C(=CC=CC2=C1C1=CC=CC=C1)N (2-oxo-3-phenyl-7-aminoindole). Reaction SMILES: [O:1]=[C:2]1[C:10]([C:11]2[CH:16]=[CH:15][CH:14]=[CH:13][CH:12]=2)=[C:9]2[C:4]([C:5]([N+:17]([O-])=O)=[CH:6][CH:7]=[CH:8]2)=[N:3]1.[H][H]>[Pd].O1CCCC1>[O:1]=[C:2]1[C:10]([C:11]2[CH:16]=[CH:15][CH:14]=[CH:13][CH:12]=2)=[C:9]2[C:4]([C:5]([NH2:17])=[CH:6][CH:7]=[CH:8]2)=[N:3]1. Procedure: Two and one half grams of 2-oxo-3-phenyl-7-nitroindole were dissolved in 200 ml. of THF (tetrahydrofuran). Two grams of 5% palladium-on-carbon were added and the mixture placed in a low pressure hydrogenation apparatus at 60 psi of hydrogen. After 18 hours, the theoretical amount of hydrogen had been absorbed. The hydrogenation mixture was filtered to remove the catalyst and the filtrate was evaporated to dryness in vacuo. The residue containing the 2-oxo-3-phenyl-7-aminoindole formed in the abo... The reactants are O.O=C1NS(C2=C(N1)C=CC(=C2)C(=O)O)(=O)=O (3-oxo-2,3-dihydro-4H-1,2,4-benzothiadiazine-7-carboxylic acid 1,1-dioxide monohydrate), S(O)(O)(=O)=O (sulfuric acid), [OH-].[Na+] (NaOH), aqueous solution. Run in O (water). The product is NC1=C(C=C(C(=O)O)C=C1)S(N)(=O)=O (4-Amino-3-sulfamoylbenzoic acid). RXN SMILES: O.O=C1[NH:8][C:7]2[CH:9]=[CH:10][C:11]([C:13]([OH:15])=[O:14])=[CH:12][C:6]=2[S:5](=[O:17])(=[O:16])[NH:4]1.S(=O)(=O)(O)O.[OH-].[Na+]>O>[NH2:8][C:7]1[CH:9]=[CH:10][C:11]([C:13]([OH:15])=[O:14])=[CH:12][C:6]=1[S:5](=[O:17])(=[O:16])[NH2:4] |f:0.1,3.4|. Procedure details: A suspension of 3-oxo-2,3-dihydro-4H-1,2,4-benzothiadiazine-7-carboxylic acid 1,1-dioxide monohydrate (10 g) in a mixture of concentrated sulfuric acid (150 mL) and water (150 mL) was refluxed until complete dissolution of the starting material (1-2 h). The resulting solution was placed on an ice bath and supplemented dropwise with a 20% aqueous solution of NaOH under stirring and cooling until pH 1-2. The precipitate was collected by filtration, washed with water and dried (yield: 6.6 g); m.p.:... Starting materials: C(C1=CC=CC=C1)OC(=O)NC=1C(N(C(=CC1)CCC1=CC=CC=C1)CC(=O)OC(C)(C)C)=O (tert-butyl (3-benzyloxycarbonylamino-2-oxo-6-phenethyl-1,2-dihydro-1-pyridyl)acetate), FC(C(=O)O)(F)F (trifluoroacetic acid). Solvent: ClCCl (dichloromethane). Conditions: time 8 hour. Yields the product C(C1=CC=CC=C1)OC(=O)NC=1C(N(C(=CC1)CCC1=CC=CC=C1)CC(=O)O)=O ((3-benzyloxycarbonylamino-2-oxo-6-phenethyl-1,2-dihydro-1-pyridyl)acetic acid). As a reaction SMILES: [CH2:1]([O:8][C:9]([NH:11][C:12]1[C:13](=[O:34])[N:14]([CH2:26][C:27]([O:29]C(C)(C)C)=[O:28])[C:15]([CH2:18][CH2:19][C:20]2[CH:25]=[CH:24][CH:23]=[CH:22][CH:21]=2)=[CH:16][CH:17]=1)=[O:10])[C:2]1[CH:7]=[CH:6][CH:5]=[CH:4][CH:3]=1.FC(F)(F)C(O)=O>ClCCl>[CH2:1]([O:8][C:9]([NH:11][C:12]1[C:13](=[O:34])[N:14]([CH2:26][C:27]([OH:29])=[O:28])[C:15]([CH2:18][CH2:19][C:20]2[CH:25]=[CH:24][CH:23]=[CH:22][CH:21]=2)=[CH:16][CH:17]=1)=[O:10])[C:2]1[CH:7]=[CH:6][CH:5]=[CH:4][CH:3]=1. Procedure details: To a solution of tert-butyl (3-benzyloxycarbonylamino-2-oxo-6-phenethyl-1,2-dihydro-1-pyridyl)acetate (0.554 g) in dichloromethane (distilled from CaH) was added trifluoroacetic acid (1.50 ml); and the mixture was stirred overnight, evaporated, and dried under vacuum to afford (3-benzyloxycarbonylamino-2-oxo-6-phenethyl-1,2-dihydro-1-pyridyl)acetic acid; MS: m/z=407(M+1). Starting materials: CCOC(=O)C1CCc2c([nH]c3c(C(N)=O)ccc(Br)c23)C1, O=C([O-])[O-], C1CCOC1, COc1cccc(OC)c1-c1ccccc1P(C1CCCCC1)C1CCCCC1, OB(O)c1c(F)cccc1F, [K+], [K+], O=C(C=Cc1ccccc1)C=Cc1ccccc1, O=C(C=Cc1ccccc1)C=Cc1ccccc1, O=C(C=Cc1ccccc1)C=Cc1ccccc1, [Pd], [Pd]. The product is CCOC(=O)C1CCc2c([nH]c3c(C(N)=O)ccc(-c4c(F)cccc4F)c23)C1. Reaction SMILES: [Br:1][c:2]1[c:3]2[c:4]3[c:9]([nH:10][c:11]2[c:12]([C:15]([NH2:16])=[O:17])[cH:13][cH:14]1)[CH2:8][CH:7]([C:18](=[O:19])[O:20][CH2:21][CH3:22])[CH2:6][CH2:5]3.[C:63](=[O:64])([O-:65])[O-:66].[CH2:69]1[O:70][CH2:71][CH2:72][CH2:73]1.[CH:34]1([P:35]([CH:36]2[CH2:37][CH2:38][CH2:39][CH2:40][CH2:41]2)[c:42]2[cH:43][cH:44][cH:45][cH:46][c:47]2-[c:48]2[c:49]([O:50][CH3:51])[cH:52][cH:53][cH:54][c:55]2[O:56][CH3:57])[CH2:58][CH2:59][CH2:60][CH2:61][CH2:62]1.[F:23][c:24]1[c:25]([B:31]([OH:32])[OH:33])[c:26]([F:30])[cH:27][cH:28][cH:29]1.[K+:67].[K+:68].[O:112]=[C:113]([CH:114]=[CH:115][c:116]1[cH:117][cH:118][cH:119][cH:120][cH:121]1)[CH:122]=[CH:123][c:124]1[cH:125][cH:126][cH:127][cH:128][cH:129]1.[O:76]=[C:77]([CH:78]=[CH:79][c:80]1[cH:81][cH:82][cH:83][cH:84][cH:85]1)[CH:86]=[CH:87][c:88]1[cH:89][cH:90][cH:91][cH:92][cH:93]1.[O:94]=[C:95]([CH:96]=[CH:97][c:98]1[cH:99][cH:100][cH:101][cH:102][cH:103]1)[CH:104]=[CH:105][c:106]1[cH:107][cH:108][cH:109][cH:110][cH:111]1.[Pd:74].[Pd:75]>>[c:2]1(-[c:25]2[c:24]([F:23])[cH:29][cH:28][cH:27][c:26]2[F:30])[c:3]2[c:4]3[c:9]([nH:10][c:11]2[c:12]([C:15]([NH2:16])=[O:17])[cH:13][cH:14]1)[CH2:8][CH:7]([C:18](=[O:19])[O:20][CH2:21][CH3:22])[CH2:6][CH2:5]3.